Dataset: the Open Reaction Database (ORD), a public repository of structured organic reaction records. Task: describe an organic reaction: reactants, conditions, products, and yield Starting materials: Cl (hydrochloric acid), OC(CCCCCCCCCC)C=1C=CC2=C(C(=CO2)C2=CC=CC=C2)C1 (5-(α-hydroxyundecyl)-3-phenylbenzofuran), [N+](=O)([N+](=O)[O-])[O-] (dinitrogen tetraoxide), [OH-].[Na+] (sodium hydroxide). Solvent: C(C)OCC (diethyl ether), ClCCl (dichloromethane). Run at time 16 hour. Product: [N+](=O)([O-])C=1OC2=C(C1C1=CC=CC=C1)C=C(C=C2)C(CCCCCCCCCC)O (1-(2-nitro-3-phenyl-5-benzofuranyl)undecan-1-ol). RXN SMILES: [OH:1][CH:2]([C:13]1[CH:14]=[CH:15][C:16]2[O:20][CH:19]=[C:18]([C:21]3[CH:26]=[CH:25][CH:24]=[CH:23][CH:22]=3)[C:17]=2[CH:27]=1)[CH2:3][CH2:4][CH2:5][CH2:6][CH2:7][CH2:8][CH2:9][CH2:10][CH2:11][CH3:12].[N+:28]([O-:33])([N+]([O-])=O)=[O:29].[OH-].[Na+].Cl>ClCCl.C(OCC)C>[N+:28]([C:19]1[O:20][C:16]2[CH:15]=[CH:14][C:13]([CH:2]([OH:1])[CH2:3][CH2:4][CH2:5][CH2:6][CH2:7][CH2:8][CH2:9][CH2:10][CH2:11][CH3:12])=[CH:27][C:17]=2[C:18]=1[C:21]1[CH:26]=[CH:25][CH:24]=[CH:23][CH:22]=1)([O-:33])=[O:29] |f:2.3|. Procedure details: To the solution of product from step A is added 2 g. of dinitrogen tetraoxide dissolved in dichloromethane, and the mixture is stirred for about 16 hours. Evaporation provides a residue which is mixed with ice and 10 percent sodium hydroxide solution. The mixture is stirred for 15 minutes, then cold 6N hydrochloric acid and diethyl ether are added. The ether layer is separated, then washed with saturated sodium chloride solution and dried. The solution is chromatographed on silica gel, eluting f... Starting materials: COC=1C=C(C=CC1)NC(=O)C=1C(=NC=NC1)N[C@@H](C)C1=NN2C(C(N1C1=CC=CC=C1)=O)=C(C=C2)C ((S)—N-(3-Methoxyphenyl)-4-((1-(5-methyl-4-oxo-3-phenyl-3,4-dihydropyrrolo[2,1-f][1,2,4]triazin-2-yl)ethyl)amino)pyrimidine-5-carboxamide), B(Br)(Br)Br (boron tribromide). Run in ClCCl (dichloromethane). Reaction SMILES: C[O:2][C:3]1[CH:4]=[C:5]([NH:9][C:10]([C:12]2[C:13]([NH:18][C@H:19]([C:21]3[N:26]([C:27]4[CH:32]=[CH:31][CH:30]=[CH:29][CH:28]=4)[C:25](=[O:33])[C:24]4=[C:34]([CH3:37])[CH:35]=[CH:36][N:23]4[N:22]=3)[CH3:20])=[N:14][CH:15]=[N:16][CH:17]=2)=[O:11])[CH:6]=[CH:7][CH:8]=1.B(Br)(Br)Br>ClCCl>[OH:2][C:3]1[CH:4]=[C:5]([NH:9][C:10]([C:12]2[C:13]([NH:18][C@H:19]([C:21]3[N:26]([C:27]4[CH:32]=[CH:31][CH:30]=[CH:29][CH:28]=4)[C:25](=[O:33])[C:24]4=[C:34]([CH3:37])[CH:35]=[CH:36][N:23]4[N:22]=3)[CH3:20])=[N:14][CH:15]=[N:16][CH:17]=2)=[O:11])[CH:6]=[CH:7][CH:8]=1. Procedure details: (S)—N-(3-Methoxyphenyl)-4-((1-(5-methyl-4-oxo-3-phenyl-3,4-dihydropyrrolo[2,1-f][1,2,4]triazin-2-yl)ethyl)amino)pyrimidine-5-carboxamide (80 mg, 72% purity, 0.12 mmol) was treated with boron tribromide (1M in dichloromethane, 0.6 ml, 0.6 mmol) in dichloromethane (2 ml) according to the method described in Example 23. The residue was purified using SP1® Purification System (0% to 10%, DCM-MeOH) to give 8 mg (14% yield) as a solid. Purity 95%. The product is OC=1C=C(C=CC1)NC(=O)C=1C(=NC=NC1)N[C@@H](C)C1=NN2C(C(N1C1=CC=CC=C1)=O)=C(C=C2)C ((S)—N-(3-Hydroxyphenyl)-4-((1-(5-methyl-4-oxo-3-phenyl-3,4-dihydropyrrolo[2,1-f][1,2,4]triazin-2-yl)ethyl)amino)pyrimidine-5-carboxamide). Isolated yield 14.0%. The reactants are C(C1=CC=CC=C1)OC=1C=C2C=NN(C2=CC1C=1C=NC(=CC1)C)C1OCCCC1 (5-(benzyloxy)-6-(6-methylpyridin-3-yl)-1-(tetrahydro-2H-pyran-2-yl)-1H-indazole). The reagents and catalysts are [Pd] (Pd/C). Solvent: CCO (EtOH), CCOC(=O)C (EtOAc). Run at time 8 hour. Yields the product CC1=CC=C(C=N1)C1=C(C=C2C=NN(C2=C1)C1OCCCC1)O (6-(6-Methylpyridin-3-yl)-1-(tetrahydro-2H-pyran-2-yl)-1H-indazol-5-ol). Yield: 88.2%. As a reaction SMILES: C([O:8][C:9]1[CH:10]=[C:11]2[C:15](=[CH:16][C:17]=1[C:18]1[CH:19]=[N:20][C:21]([CH3:24])=[CH:22][CH:23]=1)[N:14]([CH:25]1[CH2:30][CH2:29][CH2:28][CH2:27][O:26]1)[N:13]=[CH:12]2)C1C=CC=CC=1>CCO.CCOC(C)=O.[Pd]>[CH3:24][C:21]1[N:20]=[CH:19][C:18]([C:17]2[CH:16]=[C:15]3[C:11]([CH:12]=[N:13][N:14]3[CH:25]3[CH2:30][CH2:29][CH2:28][CH2:27][O:26]3)=[CH:10][C:9]=2[OH:8])=[CH:23][CH:22]=1. Reported procedure: To a solution of 5-(benzyloxy)-6-(6-methylpyridin-3-yl)-1-(tetrahydro-2H-pyran-2-yl)-1H-indazole (1.44 g, 3.60 mmol) in EtOH (50 mL) and EtOAc (50 mL) is added Pd/C (500 mg, 10% wt) under N2. The resulting mixture is degassed by evacuation and backfilled with nitrogen. Then the reaction mixture is stirred at RT under H2 atmosphere overnight. The reaction mixture is filtered. The filtrate is concentrated to give the product (982 mg, 88.0% yield). MS (m/z): 310.1 (M+H). Reactants: O (water), [H-].[Na+] (NaH), BrCC(=O)OC (methyl bromoacetate), C1(CCCCC1)C=1NC(C(=C(N1)SC)C#N)=O (2-cyclohexyl-1,6-dihydro-4-(methylthio)-6-oxo-5-pyrimidinecarbonitrile). Run in COCCOC (DME). Reaction conditions: temperature 0 celsius, time 1 hour. The product is C(#N)C1=C(N=C(N(C1=O)CC(=O)OC)C1CCCCC1)SC (Methyl 5-Cyano-2cyclohexyl-1,6-dihydro-4-(methylthio)-6-oxo-1-pyrimidineacetate). Yield: 99.0%. Reaction SMILES: [H-].[Na+].[CH:3]1([C:9]2[NH:10][C:11](=[O:19])[C:12]([C:17]#[N:18])=[C:13]([S:15][CH3:16])[N:14]=2)[CH2:8][CH2:7][CH2:6][CH2:5][CH2:4]1.Br[CH2:21][C:22]([O:24][CH3:25])=[O:23].O>COCCOC>[C:17]([C:12]1[C:11](=[O:19])[N:10]([CH2:21][C:22]([O:24][CH3:25])=[O:23])[C:9]([CH:3]2[CH2:4][CH2:5][CH2:6][CH2:7][CH2:8]2)=[N:14][C:13]=1[S:15][CH3:16])#[N:18] |f:0.1|. Reported procedure: To a cooled (0° C.), stirred suspension of NaH (50% dispersion in mineral oil, washed with hexane, 2.2 g, 0.047 mol) in DME (350 mL) was added 2-cyclohexyl-1,6-dihydro-4-(methylthio)-6-oxo-5-pyrimidinecarbonitrile (9.5 g, 0.038 mol) in several portions. After 1 hour, methyl bromoacetate was added and the resulting solution was heated at 95°-100° C. for 2 days. The solution was cooled and water (300 mL) was added. The mixture was extracted with ethyl acetate and the combined extracts were washed ...